Dataset: the Open Reaction Database (ORD), a public repository of structured organic reaction records. Task: describe an organic reaction: reactants, conditions, products, and yield The reactants are [BH4-], CO, [Na+], [Na+], O=C([O-])O, CC(N=C1CCC2(CCN(C(=O)OC(C)(C)C)CC2)c2ccccc21)c1ccccc1. The product is CC(NC1CCC2(CCN(C(=O)OC(C)(C)C)CC2)c2ccccc21)c1ccccc1. RXN SMILES: [BH4-:1].[CH3:39][OH:40].[Na+:2].[Na+:38].[O-:34][C:35]([OH:36])=[O:37].[c:3]1([CH:9]([CH3:10])[N:11]=[C:12]2[CH2:13][CH2:14][C:15]3([c:16]4[cH:17][cH:18][cH:19][cH:20][c:21]42)[CH2:22][CH2:23][N:24]([C:27](=[O:28])[O:29][C:30]([CH3:31])([CH3:32])[CH3:33])[CH2:25][CH2:26]3)[cH:4][cH:5][cH:6][cH:7][cH:8]1>>[c:3]1([CH:9]([CH3:10])[NH:11][CH:12]2[CH2:13][CH2:14][C:15]3([c:16]4[cH:17][cH:18][cH:19][cH:20][c:21]42)[CH2:22][CH2:23][N:24]([C:27](=[O:28])[O:29][C:30]([CH3:31])([CH3:32])[CH3:33])[CH2:25][CH2:26]3)[cH:4][cH:5][cH:6][cH:7][cH:8]1. The reactants are OC1=CC=CC=2OCC(NC21)=O (5-hydroxy-2H-benzo[b][1,4]oxazin-3(4H)-one), C(=O)([O-])[O-].[K+].[K+] (K2CO3), BrCC(=O)OCC (ethyl 2-bromoacetate). The solvent is CN(C)C=O (DMF). Conditions: temperature 27 celsius, time 16 hour. Yields the product O=C1NC2=C(OC1)C=CC=C2OCC(=O)OCC (ethyl 2-(3-oxo-3,4-dihydro-2H-benzo[b][1,4]oxazin-5-yloxy)acetate). RXN SMILES: [OH:1][C:2]1[C:11]2[NH:10][C:9](=[O:12])[CH2:8][O:7][C:6]=2[CH:5]=[CH:4][CH:3]=1.C([O-])([O-])=O.[K+].[K+].Br[CH2:20][C:21]([O:23][CH2:24][CH3:25])=[O:22]>CN(C=O)C>[O:12]=[C:9]1[CH2:8][O:7][C:6]2[CH:5]=[CH:4][CH:3]=[C:2]([O:1][CH2:20][C:21]([O:23][CH2:24][CH3:25])=[O:22])[C:11]=2[NH:10]1 |f:1.2.3|. Procedure: A solution of 5-hydroxy-2H-benzo[b][1,4]oxazin-3(4H)-one (100 mg, 0.604 mmol) and K2CO3 (167 mg, 1.21 mmol) in anhydrous DMF (5 mL) was stirred at 27° C. for 5 minutes, then ethyl 2-bromoacetate (121 mg, 0.727 mmol) was added. The reaction mixture was stirred at 27° C. for 16 h and concentrated. MS (ESI+) e/z: 238.0 [M+1]+. The reactants are COc1cc2c(=O)[nH]cnc2cc1OC(C)=O, Cc1cc(F)c(N)cc1OCc1ccccc1, CCCCCC, CC(C)O, CN(C)C=O, O=S(Cl)Cl. The product is COc1cc2c(Nc3cc(OCc4ccccc4)c(C)cc3F)ncnc2cc1OC(C)=O. RXN SMILES: [C:1]([CH3:2])(=[O:3])[O:4][c:5]1[c:6]([O:16][CH3:17])[cH:7][c:8]2[c:9](=[O:15])[nH:10][cH:11][n:12][c:13]2[cH:14]1.[CH2:27]([c:28]1[cH:29][cH:30][cH:31][cH:32][cH:33]1)[O:34][c:35]1[c:36]([CH3:43])[cH:37][c:38]([F:42])[c:39]([NH2:40])[cH:41]1.[CH3:48][CH2:49][CH2:50][CH2:51][CH2:52][CH3:53].[CH:44]([OH:45])([CH3:46])[CH3:47].[O:22]=[CH:23][N:24]([CH3:25])[CH3:26].[S:18]([Cl:19])([Cl:20])=[O:21]>>[C:1]([CH3:2])(=[O:3])[O:4][c:5]1[c:6]([O:16][CH3:17])[cH:7][c:8]2[c:9]([NH:40][c:39]3[c:38]([F:42])[cH:37][c:36]([CH3:43])[c:35]([O:34][CH2:27][c:28]4[cH:29][cH:30][cH:31][cH:32][cH:33]4)[cH:41]3)[n:10][cH:11][n:12][c:13]2[cH:14]1. The reactants are ClCCl, CCOC(=O)COc1ccc(SCc2ccnc3sc(-c4ccc(C(F)(F)F)cc4)nc23)cc1C, CO, [Na+], [OH-], O. The product is Cc1cc(SCc2ccnc3sc(-c4ccc(C(F)(F)F)cc4)nc23)ccc1OCC(=O)O. As a reaction SMILES: [CH2:39]([Cl:40])[Cl:41].[CH3:3][c:4]1[c:5]([O:6][CH2:7][C:8](=[O:9])[O:10][CH2:11][CH3:12])[cH:13][cH:14][c:15]([S:17][CH2:18][c:19]2[c:20]3[c:21]([n:22][cH:23][cH:24]2)[s:25][c:26](-[c:28]2[cH:29][cH:30][c:31]([C:34]([F:35])([F:36])[F:37])[cH:32][cH:33]2)[n:27]3)[cH:16]1.[CH3:42][OH:43].[Na+:2].[OH-:1].[OH2:38]>>[CH3:3][c:4]1[c:5]([O:6][CH2:7][C:8](=[O:9])[OH:10])[cH:13][cH:14][c:15]([S:17][CH2:18][c:19]2[c:20]3[c:21]([n:22][cH:23][cH:24]2)[s:25][c:26](-[c:28]2[cH:29][cH:30][c:31]([C:34]([F:35])([F:36])[F:37])[cH:32][cH:33]2)[n:27]3)[cH:16]1. Reactants: CCN, CS(C)=O, COC(=O)Cc1ccc(OC)cc1, [H-], [Na+]. Yields the product CCNC(=O)Cc1ccc(OC)cc1. Reaction SMILES: [CH3:14][CH2:15][NH2:16].[CH3:19][S:20]([CH3:21])=[O:22].[CH3:1][O:2][C:3]([CH2:4][c:5]1[cH:6][cH:7][c:8]([O:11][CH3:12])[cH:9][cH:10]1)=[O:13].[H-:17].[Na+:18]>>[C:3]([CH2:4][c:5]1[cH:6][cH:7][c:8]([O:11][CH3:12])[cH:9][cH:10]1)(=[O:13])[NH:16][CH2:15][CH3:14].